The task is: describe an organic reaction: reactants, conditions, products, and yield. This data is from the Open Reaction Database (ORD), a public repository of structured organic reaction records. The reactants are FC(C(=O)O)(F)F.COC([C@@H](NC([C@@H](N)CC1=CC=CC=C1)=O)CC1=CC=CC=C1)=O (phenylalanyl-phenylalanine methyl ester trifluoroacetate), C(C)N1CCOCC1 (N-ethyl morpholine), C(C1=CC=CC=C1)OC(=O)NCC(=O)O (benzyloxycarbonylglycine), ON1N=NC2=C1C=CC=C2 (1-hydroxybenzotriazole), C1(CCCCC1)N=C=NC1CCCCC1 (dicyclohexylcarbodiimide). Solvent: CN(C=O)C (dimethylformamide), CN(C=O)C (dimethylformamide). Conditions: temperature 0 celsius, time 1 hour. Yields the product COC([C@@H](NC([C@@H](NC(CNC(=O)OCC1=CC=CC=C1)=O)CC1=CC=CC=C1)=O)CC1=CC=CC=C1)=O (Benzyloxycarbonyl-glycyl-phenylalanyl-phenylalanine Methyl Ester). Reaction SMILES: [CH2:1]([O:8][C:9]([NH:11][CH2:12][C:13]([OH:15])=O)=[O:10])[C:2]1[CH:7]=[CH:6][CH:5]=[CH:4][CH:3]=1.ON1C2C=CC=CC=2N=N1.C1(N=C=NC2CCCCC2)CCCCC1.FC(F)(F)C(O)=O.[CH3:48][O:49][C:50](=[O:71])[C@H:51]([CH2:64][C:65]1[CH:70]=[CH:69][CH:68]=[CH:67][CH:66]=1)[NH:52][C:53](=[O:63])[C@H:54]([CH2:56][C:57]1[CH:62]=[CH:61][CH:60]=[CH:59][CH:58]=1)[NH2:55].C(N1CCOCC1)C>CN(C)C=O>[CH3:48][O:49][C:50](=[O:71])[C@H:51]([CH2:64][C:65]1[CH:70]=[CH:69][CH:68]=[CH:67][CH:66]=1)[NH:52][C:53](=[O:63])[C@H:54]([CH2:56][C:57]1[CH:58]=[CH:59][CH:60]=[CH:61][CH:62]=1)[NH:55][C:13](=[O:15])[CH2:12][NH:11][C:9]([O:8][CH2:1][C:2]1[CH:3]=[CH:4][CH:5]=[CH:6][CH:7]=1)=[O:10] |f:3.4|. Procedure: To a stirred, cooled (0° C.) solution of benzyloxycarbonylglycine (955mg, 4.5 mmole) and 1-hydroxybenzotriazole (1.2 g, 9 mmole) in dimethylformamide (15 ml) is added dicyclohexylcarbodiimide (1.03 g, 5 mmole). The mixture is stirred for 1 hour at 0° C. A cooled solution of phenylalanyl-phenylalanine methyl ester trifluoroacetate (2.0 g, 4.5 mmoles, described in U.S. Pat. No. 3,917,578, noted above) in dimethylformamide (20 ml) and N-ethyl morpholine (0.58 ml) is added and the mixture is stirred... The reactants are N1C(NCC1)=O (imidazolidin-2-one), N1C(NCCC1)=O (hexahydropyrimidin-2-one), O=C1NCCNC1=O (2,3-diketopiperazine). Product: C(=O)=C1C(NCCN1)=C=O.N1C(NCC1)=O (DICARBONYLPIPERAZIN IMIDAZOLIDIN-2-ONE). Reaction SMILES: [NH:1]1[CH2:5][CH2:4][NH:3][C:2]1=O.N1CCCN[C:8]1=[O:13].[O:14]=[C:15]1[C:20](=[O:21])[NH:19][CH2:18][CH2:17][NH:16]1>>[C:15](=[C:20]1[NH:1][CH2:5][CH2:4][NH:3][C:2]1=[C:8]=[O:13])=[O:14].[NH:19]1[CH2:18][CH2:17][NH:16][C:20]1=[O:21] |f:3.4|. Reported procedure: An analogous product is obtained when, instead of imidazolidin-2-one there is used either hexahydropyrimidin-2-one or 2,3-diketopiperazine. Starting materials: CSc1cc(C)nc(SC)c1N=C=O, CCCCC(CN)c1ccccc1C, CN(C)C=O, CCOC(C)=O. Product: CCCCC(CNC(=O)Nc1c(SC)cc(C)nc1SC)c1ccccc1C. Reaction SMILES: [CH3:15][S:16][c:17]1[n:18][c:19]([CH3:28])[cH:20][c:21]([S:26][CH3:27])[c:22]1[N:23]=[C:24]=[O:25].[CH3:1][c:2]1[c:3]([CH:8]([CH2:9][NH2:10])[CH2:11][CH2:12][CH2:13][CH3:14])[cH:4][cH:5][cH:6][cH:7]1.[CH3:29][N:30]([CH3:31])[CH:32]=[O:33].[CH3:34][CH2:35][O:36][C:37](=[O:38])[CH3:39]>>[CH3:1][c:2]1[c:3]([CH:8]([CH2:9][NH:10][C:24]([NH:23][c:22]2[c:17]([S:16][CH3:15])[n:18][c:19]([CH3:28])[cH:20][c:21]2[S:26][CH3:27])=[O:25])[CH2:11][CH2:12][CH2:13][CH3:14])[cH:4][cH:5][cH:6][cH:7]1. Reactants: ClC=1C=C(C=CC1[N+](=O)[O-])OCC1=CC=CC=C1 (benzyl 3-chloro-4-nitrophenyl ether), COC(C(C)N)OC (2-aminopropionaldehyde dimethyl acetal), C([O-])([O-])=O.[K+].[K+] (potassium carbonate), C1(=CC=CC=C1)C (toluene). Solvent: CS(=O)C (dimethyl sulfoxide). Run at time 20 hour. Yields the product COC(C(C)NC1=C(C=CC(=C1)OCC1=CC=CC=C1)[N+](=O)[O-])OC (2-[5-(benzyloxy)-2-nitroanilino]-propionaldehyde dimethyl acetal). As a reaction SMILES: Cl[C:2]1[CH:3]=[C:4]([O:11][CH2:12][C:13]2[CH:18]=[CH:17][CH:16]=[CH:15][CH:14]=2)[CH:5]=[CH:6][C:7]=1[N+:8]([O-:10])=[O:9].[CH3:19][O:20][CH:21]([O:25][CH3:26])[CH:22]([NH2:24])[CH3:23].C(=O)([O-])[O-].[K+].[K+].C1(C)C=CC=CC=1>CS(C)=O>[CH3:19][O:20][CH:21]([O:25][CH3:26])[CH:22]([NH:24][C:2]1[CH:3]=[C:4]([O:11][CH2:12][C:13]2[CH:18]=[CH:17][CH:16]=[CH:15][CH:14]=2)[CH:5]=[CH:6][C:7]=1[N+:8]([O-:10])=[O:9])[CH3:23] |f:2.3.4|. Procedure: A mixture of benzyl 3-chloro-4-nitrophenyl ether (48.2 g, 0.183 mole), 2-aminopropionaldehyde dimethyl acetal (65.3 g, 0.55 mole), potassium carbonate (101 g, 0.73 mole) and toluene in dry dimethyl sulfoxide, under nitrogen, is stirred at 99°-105° C. for 20 hours, cooled to room temperature and filtered. The filter cake is washed with ether. The combined filtrates are mixed with ice water. The phases are separated and the aqueous phase is extracted with ether. The ether extracts are combined wit... Reactants: Cn1ccc2c(N)cccc21, CC#N, CCN(C(C)C)C(C)C, CCOC(=O)c1cnc(Cl)nc1Cl, O. Product: CCOC(=O)c1cnc(Cl)nc1Nc1cccc2c1ccn2C. Reaction SMILES: [CH3:14][n:15]1[cH:16][cH:17][c:18]2[c:19]([NH2:24])[cH:20][cH:21][cH:22][c:23]12.[CH3:35][C:36]#[N:37].[CH:25]([N:26]([CH2:27][CH3:28])[CH:29]([CH3:30])[CH3:31])([CH3:32])[CH3:33].[Cl:1][c:2]1[n:3][cH:4][c:5]([C:9](=[O:10])[O:11][CH2:12][CH3:13])[c:6]([Cl:8])[n:7]1.[OH2:34]>>[Cl:1][c:2]1[n:3][cH:4][c:5]([C:9](=[O:10])[O:11][CH2:12][CH3:13])[c:6]([NH:24][c:19]2[c:18]3[cH:17][cH:16][n:15]([CH3:14])[c:23]3[cH:22][cH:21][cH:20]2)[n:7]1. Starting materials: CCN(C(C)C)C(C)C, ClCCCl, CNOC, Cl, CN(C)C=O, O, O=C(O)c1ccc(O)cc1. Yields the product CON(C)C(=O)c1ccc(O)cc1. Reaction SMILES: [CH2:16]([N:17]([CH:18]([CH3:19])[CH3:20])[CH:21]([CH3:22])[CH3:23])[CH3:24].[CH2:25]([Cl:26])[CH2:27][Cl:28].[CH3:12][NH:13][O:14][CH3:15].[ClH:11].[O:29]=[CH:30][N:31]([CH3:32])[CH3:33].[OH2:34].[OH:1][C:2](=[O:3])[c:4]1[cH:5][cH:6][c:7]([OH:8])[cH:9][cH:10]1>>[C:2](=[O:3])([c:4]1[cH:5][cH:6][c:7]([OH:8])[cH:9][cH:10]1)[N:13]([CH3:12])[O:14][CH3:15].